describe an organic reaction: reactants, conditions, products, and yield From a dataset of the Open Reaction Database (ORD), a public repository of structured organic reaction records. Reactants: ClCC1=CC=CC=2N1C=C(N2)C(=O)OCC (Ethyl 5-(chloromethyl)imidazo[1,2 -a]pyridine-2-carboxylate), [C-]#N.[K+] (KCN). The solvent is CN(C)C=O (DMF). Reaction conditions: temperature 0 celsius, time 6 hour. Yields the product C(#N)CC1=CC=CC=2N1C=C(N2)C(=O)OCC (Ethyl 5-(cyanomethyl)imidazo[1,2-a]pyridine-2-carboxylate). As a reaction SMILES: Cl[CH2:2][C:3]1[N:8]2[CH:9]=[C:10]([C:12]([O:14][CH2:15][CH3:16])=[O:13])[N:11]=[C:7]2[CH:6]=[CH:5][CH:4]=1.[C-:17]#[N:18].[K+]>CN(C=O)C>[C:17]([CH2:2][C:3]1[N:8]2[CH:9]=[C:10]([C:12]([O:14][CH2:15][CH3:16])=[O:13])[N:11]=[C:7]2[CH:6]=[CH:5][CH:4]=1)#[N:18] |f:1.2|. Procedure details: Title material is made by dissolving the title product of Example 5 in DMF and after cooling to 0° C., reacting with KI and KCN. The reaction is stirred for 6 h at 0° C. After warming to room temperature, title compound is obtained by diluting with CHCl3, washing with water, and removing all solvent in vacuo. The reactants are CO, CS(C)=O, COc1ccc([N+](=O)[O-])c(C)c1. The product is COc1ccc([N+](=O)[O-])c(CCO)c1. Reaction SMILES: [CH3:13][OH:14].[CH3:15][S:16]([CH3:17])=[O:18].[CH3:1][O:2][c:3]1[cH:4][cH:5][c:6]([N+:10](=[O:11])[O-:12])[c:7]([CH3:9])[cH:8]1>>[CH3:1][O:2][c:3]1[cH:4][cH:5][c:6]([N+:10](=[O:11])[O-:12])[c:7]([CH2:9][CH2:13][OH:14])[cH:8]1. Reactants: CCN=C=NCCCN(C)C, COc1cc2c(c3c1OC(C)(C)C3)C(c1cccc(C(=O)NC(C)(C)C(=O)O)c1)=NC(C)(C)C2, CN(C)C=O, Cl, Cl, N, O, O, On1nnc2ccccc21. Yields the product COc1cc2c(c3c1OC(C)(C)C3)C(c1cccc(C(=O)NC(C)(C)C(N)=O)c1)=NC(C)(C)C2. RXN SMILES: [CH2:2]([N:4]=[C:3]=[N:5][CH2:6][CH2:7][CH2:8][N:9]([CH3:10])[CH3:11])[CH3:12].[CH3:14][C:15]([NH:16][C:17]([c:18]1[cH:19][c:20]([C:24]2=[N:25][C:26]([CH3:41])([CH3:42])[CH2:27][c:28]3[cH:29][c:30]([O:39][CH3:40])[c:31]4[c:32]([c:33]32)[CH2:34][C:35]([CH3:37])([CH3:38])[O:36]4)[cH:21][cH:22][cH:23]1)=[O:43])([CH3:44])[C:45](=[O:46])[OH:47].[CH3:60][N:61]([CH3:62])[CH:63]=[O:64].[ClH:13].[ClH:1].[NH3:59].[OH2:48].[OH2:65].[OH:49][n:50]1[c:51]2[cH:52][cH:53][cH:54][cH:55][c:56]2[n:57][n:58]1>>[NH2:4][C:45]([C:15]([CH3:14])([NH:16][C:17]([c:18]1[cH:19][c:20]([C:24]2=[N:25][C:26]([CH3:41])([CH3:42])[CH2:27][c:28]3[cH:29][c:30]([O:39][CH3:40])[c:31]4[c:32]([c:33]32)[CH2:34][C:35]([CH3:37])([CH3:38])[O:36]4)[cH:21][cH:22][cH:23]1)=[O:43])[CH3:44])=[O:47]. Starting materials: BrC=1C=C(C=O)C=C(C1)C(F)(F)F (3-Bromo-5-trifluoromethylbenzaldehyde), CC(C)(C)[O-].[K+] (t-BuOK). Yields the product BrC1=CC(=CC(=C1)C=C)C(F)(F)F (1-bromo-3-trifluoromethyl-5-vinyl-benzene). The yield is 78.7%. As a reaction SMILES: [Br:1][C:2]1[CH:3]=[C:4]([CH:7]=[C:8]([C:10]([F:13])([F:12])[F:11])[CH:9]=1)[CH:5]=O.[CH3:14]C([O-])(C)C.[K+]>>[Br:1][C:2]1[CH:3]=[C:4]([CH:5]=[CH2:14])[CH:7]=[C:8]([C:10]([F:13])([F:12])[F:11])[CH:9]=1 |f:1.2|. Reported procedure: 3-Bromo-5-trifluoromethylbenzaldehyde (1.10 g, 4.3 mmol) was reacted with CH3PPh3I (2.2 g, 5.4 mmol) and t-BuOK (710 mg, 6.3 mmol) as described above to give 1-bromo-3-trifluoromethyl-5-vinyl-benzene (850 mg, 79%) after purification by flash chromatography on silica gel Starting materials: C[C@H]1CNS(C1)(=O)=O ((S)-4-methylisothiazolidine 1,1-dioxide), BrC1=CC(=C(C=C1)C(=O)N1CCN(CC1)C1=NC=C(C=C1C)C)C ((4-bromo-2-methylphenyl)[4-(3,5-dimethylpyridin-2-yl)piperazin-1-yl]methanone). Product: CC=1C(=NC=C(C1)C)N1CCN(CC1)C(=O)C1=C(C=C(C=C1)N1S(C[C@H](C1)C)(=O)=O)C ((S)-[4-(3,5-dimethylpyridin-2-yl)piperazin-1-yl][2-methyl-4-(4-methyl-1,1-dioxo-1λ6-isothiazolidin-2-yl)phenyl]methanone). Yield: 17.5%. As a reaction SMILES: [CH3:1][C@@H:2]1[CH2:6][S:5](=[O:8])(=[O:7])[NH:4][CH2:3]1.Br[C:10]1[CH:15]=[CH:14][C:13]([C:16]([N:18]2[CH2:23][CH2:22][N:21]([C:24]3[C:29]([CH3:30])=[CH:28][C:27]([CH3:31])=[CH:26][N:25]=3)[CH2:20][CH2:19]2)=[O:17])=[C:12]([CH3:32])[CH:11]=1>>[CH3:30][C:29]1[C:24]([N:21]2[CH2:20][CH2:19][N:18]([C:16]([C:13]3[CH:14]=[CH:15][C:10]([N:4]4[CH2:3][C@H:2]([CH3:1])[CH2:6][S:5]4(=[O:8])=[O:7])=[CH:11][C:12]=3[CH3:32])=[O:17])[CH2:23][CH2:22]2)=[N:25][CH:26]=[C:27]([CH3:31])[CH:28]=1. Procedure details: Using (S)-4-methylisothiazolidine 1,1-dioxide (110 mg) described in Preparation Example 4 and (4-bromo-2-methylphenyl)[4-(3,5-dimethylpyridin-2-yl)piperazin-1-yl]methanone (210 mg) described in Preparation Example 118 and by the reaction and treatment in the same manner as in Example 4, the title compound (42 mg) was obtained. Reactants: C(C)S (ethanethiol), COC=1C=CC2=C(SC(=C2)C2=CC3=C(N=CS3)C=C2)C1 (6-(6-Methoxy-benzo[b]thiophen-2-yl)-benzothiazole), N1(CCCCC1)CCOC1=CC=C(C(=O)Cl)C=C1 (4-(2-Piperidin-1-yl-ethoxy)-benzoyl chloride), [Al+3].[Cl-].[Cl-].[Cl-] (AlCl3). Run in C(Cl)Cl (methylene chloride). Conditions: time 3 hour. Yields the product S1C=NC2=C1C=C(C=C2)C2=C(C1=C(S2)C=C(C=C1)O)C(=O)C1=CC=C(C=C1)OCCN1CCCCC1 ((2-Benzothiazol-6-yl-6-hydroxy-benzo[b]thiophen-3-yl)-[4-(2-piperidin-1-yl -ethoxy)-phenyl]-methanone). RXN SMILES: C[O:2][C:3]1[CH:4]=[CH:5][C:6]2[CH:10]=[C:9]([C:11]3[CH:19]=[CH:18][C:14]4[N:15]=[CH:16][S:17][C:13]=4[CH:12]=3)[S:8][C:7]=2[CH:20]=1.[N:21]1([CH2:27][CH2:28][O:29][C:30]2[CH:38]=[CH:37][C:33]([C:34](Cl)=[O:35])=[CH:32][CH:31]=2)[CH2:26][CH2:25][CH2:24][CH2:23][CH2:22]1.[Al+3].[Cl-].[Cl-].[Cl-].C(S)C>C(Cl)Cl>[S:17]1[C:13]2[CH:12]=[C:11]([C:9]3[S:8][C:7]4[CH:20]=[C:3]([OH:2])[CH:4]=[CH:5][C:6]=4[C:10]=3[C:34]([C:33]3[CH:32]=[CH:31][C:30]([O:29][CH2:28][CH2:27][N:21]4[CH2:26][CH2:25][CH2:24][CH2:23][CH2:22]4)=[CH:38][CH:37]=3)=[O:35])[CH:19]=[CH:18][C:14]=2[N:15]=[CH:16]1 |f:2.3.4.5|. Procedure: To a solution of the product from Example 18, Step 2 (63 mg, 0.21 mmol) and 4-(2-Piperidin-1-yl-ethoxy)-benzoyl chloride (1.38 mL, 0.25 mmol) in 1 mL of methylene chloride was added AlCl3 (212 mg, 1.6 mmol) and the reaction was stirred at room temperature for 3 hrs. When acylation was complete, to demethylate, ethanethiol (0.069 mL, 0.93 mmol) was added dropwise and the reaction stirred for a further 1.5 hrs. The reaction was cooled to 0° C. and quenched with saturated sodium bicarbonate solutio...